This data is from the Open Reaction Database (ORD), a public repository of structured organic reaction records. The task is: describe an organic reaction: reactants, conditions, products, and yield Reactants: Cc1c(C(=O)O)ccc(C(F)(F)F)c1S(C)=O, CCN=C=NCCCN(C)C, O=C1CC(=O)C2CCC1C2, ClCCl, Cl, Cl. Product: Cc1c(C(=O)OC2=CC(=O)C3CCC2C3)ccc(C(F)(F)F)c1S(C)=O. As a reaction SMILES: [CH3:1][c:2]1[c:3]([C:4](=[O:5])[OH:6])[cH:7][cH:8][c:9]([C:14]([F:15])([F:16])[F:17])[c:10]1[S:11](=[O:12])[CH3:13].[CH3:29][N:30]([CH3:31])[CH2:32][CH2:33][CH2:34][N:35]=[C:36]=[N:37][CH2:38][CH3:39].[CH:18]12[C:19](=[O:27])[CH2:20][C:21](=[O:26])[CH:22]([CH2:23][CH2:24]1)[CH2:25]2.[Cl:41][CH2:42][Cl:43].[ClH:28].[ClH:40]>>[CH3:1][c:2]1[c:3]([C:4](=[O:5])[O:6][C:19]2=[CH:20][C:21](=[O:26])[CH:22]3[CH2:23][CH2:24][CH:18]2[CH2:25]3)[cH:7][cH:8][c:9]([C:14]([F:15])([F:16])[F:17])[c:10]1[S:11](=[O:12])[CH3:13]. Reactants: [Br-], CCOC(=O)c1ccc(C=O)cc1, CCC(c1ccc2c(c1)C(C)(C)CCC2(C)C)[P+](c1ccccc1)(c1ccccc1)c1ccccc1. Yields the product CCOC(=O)c1ccc(C=C(CC)c2ccc3c(c2)C(C)(C)CCC3(C)C)cc1. RXN SMILES: [Br-:1].[CH2:38]([CH3:39])[O:40][C:41](=[O:42])[c:43]1[cH:44][cH:45][c:46]([CH:47]=[O:48])[cH:49][cH:50]1.[CH3:2][C:3]1([CH3:37])[c:4]2[cH:5][cH:6][c:7]([CH:15]([CH2:16][CH3:17])[P+:18]([c:19]3[cH:20][cH:21][cH:22][cH:23][cH:24]3)([c:25]3[cH:26][cH:27][cH:28][cH:29][cH:30]3)[c:31]3[cH:32][cH:33][cH:34][cH:35][cH:36]3)[cH:8][c:9]2[C:10]([CH3:13])([CH3:14])[CH2:11][CH2:12]1>>[CH3:2][C:3]1([CH3:37])[c:4]2[cH:5][cH:6][c:7]([C:15]([CH2:16][CH3:17])=[CH:47][c:46]3[cH:45][cH:44][c:43]([C:41]([O:40][CH2:38][CH3:39])=[O:42])[cH:50][cH:49]3)[cH:8][c:9]2[C:10]([CH3:13])([CH3:14])[CH2:11][CH2:12]1. The reactants are Cl(=O)[O-].[Na+] (sodium chlorite), S(N)(O)(=O)=O (Sulfamic acid), CC(=C)CC (2-methyl-1-butene), C(=O)C=1C=CC(=C(C(=O)OC)C1)O (methyl 5-formyl-2-hydroxybenzoate). Solvent: O (water), O1CCCC1 (tetrahydrofuran), O (water), CS(=O)C (dimethyl sulfoxide). Conditions: temperature 0 celsius. The product is OC1=C(C=C(C(=O)O)C=C1)C(=O)OC (4-Hydroxy-3-[(methyloxy)carbonyl]benzoic acid). As a reaction SMILES: S(=O)(=O)(O)N.CC(CC)=C.[CH:11]([C:13]1[CH:14]=[CH:15][C:16]([OH:23])=[C:17]([CH:22]=1)[C:18]([O:20][CH3:21])=[O:19])=[O:12].Cl([O-])=[O:25].[Na+]>O1CCCC1.O.CS(C)=O>[OH:23][C:16]1[CH:15]=[CH:14][C:13]([C:11]([OH:25])=[O:12])=[CH:22][C:17]=1[C:18]([O:20][CH3:21])=[O:19] |f:3.4|. Procedure details: Sulfamic acid (1.83 g, 18.87 mmol) and 2-methyl-1-butene (1.20 ml, 11.10 mmol) were added to a solution of methyl 5-formyl-2-hydroxybenzoate (may be prepared as described in Description 106; 1 g, 5.55 mmol) in tetrahydrofuran (20 ml), water (20 ml) and dimethyl sulfoxide (20 ml). The solution was cooled to 0° C. and sodium chlorite (1.51 g, 16.65 mmol) in water (5 ml) was added. After 45 minutes at 0° C. the reaction the mixture was quenched with saturated Na2S2O3 solution (20 ml) and extracted ...